This data is from the Open Reaction Database (ORD), a public repository of structured organic reaction records. The task is: describe an organic reaction: reactants, conditions, products, and yield Reactants: CI, COc1ccc(C(C)C#N)c(Cl)c1, [H-], [Na+], CN(C)C=O, O. The product is COc1ccc(C(C)(C)C#N)c(Cl)c1. Reaction SMILES: [CH3:14][I:15].[Cl:1][c:2]1[c:3]([CH:10]([C:11]#[N:12])[CH3:13])[cH:4][cH:5][c:6]([O:8][CH3:9])[cH:7]1.[H-:16].[Na+:17].[O:19]=[CH:20][N:21]([CH3:22])[CH3:23].[OH2:18]>>[Cl:1][c:2]1[c:3]([C:10]([C:11]#[N:12])([CH3:13])[CH3:14])[cH:4][cH:5][c:6]([O:8][CH3:9])[cH:7]1. Reactants: ClC=1C2=C(N=CN1)CCC2 (4-chloro-6,7-dihydro-5H-cyclopenta[d]pyrimidine), ClC1=CC=C(N)C=C1 (p-chloroaniline). Solvent: C(C)O (ethanol). Conditions: temperature 130 celsius. Product: ClC1=CC=C(NC=2C3=C(N=CN2)CCC3)C=C1 (4-(4-Chloroanilino)-6,7-dihydro-5H-cyclopenta[d]pyrimidine). As a reaction SMILES: Cl[C:2]1[C:3]2[CH2:10][CH2:9][CH2:8][C:4]=2[N:5]=[CH:6][N:7]=1.[Cl:11][C:12]1[CH:18]=[CH:17][C:15]([NH2:16])=[CH:14][CH:13]=1>C(O)C>[Cl:11][C:12]1[CH:18]=[CH:17][C:15]([NH:16][C:2]2[C:3]3[CH2:10][CH2:9][CH2:8][C:4]=3[N:5]=[CH:6][N:7]=2)=[CH:14][CH:13]=1. Procedure details: To 3.1 g (0.02 mole) of 4-chloro-6,7-dihydro-5H-cyclopenta[d]pyrimidine were added 5.1 g (0.04 mole) of p-chloroaniline and about 10 ml of ethanol; the mixture was then heated at 130° C. for 5-10 minutes. The reaction mixture quickly became a solution and then produced crystals of the hydrochloride of the desired product on being allowed to cool. Reactants: COC=1C=C2C(=CC=NC2=CC1OC)OC1=C(C(=C(N)C=C1)C)C (4-[(6,7-Dimethoxy-4-quinolyl)oxy]-2,3-dimethylaniline), ClC(Cl)(OC(OC(Cl)(Cl)Cl)=O)Cl (triphosgene), C([O-])(O)=O.[Na+] (sodium bicarbonate), C(C)(C)(C)C1=C(C=CC=C1)O (2-(tert-butyl)phenol). Solvent: C(C)N(CC)CC (triethylamine), C1(=CC=CC=C1)C (toluene), C(Cl)Cl (methylene chloride). The product is COC=1C=C2C(=CC=NC2=CC1OC)OC1=C(C(=C(C=C1)NC(OC1=C(C=CC=C1)C(C)(C)C)=O)C)C (2-(Tert-butyl)phenyl N-{4-[(6,7-dimethoxy-4-quinolyl)oxy]-2,3-dimethylphenyl}carbamate). Yield: 62.2%. RXN SMILES: [CH3:1][O:2][C:3]1[CH:4]=[C:5]2[C:10](=[CH:11][C:12]=1[O:13][CH3:14])[N:9]=[CH:8][CH:7]=[C:6]2[O:15][C:16]1[CH:22]=[CH:21][C:19]([NH2:20])=[C:18]([CH3:23])[C:17]=1[CH3:24].Cl[C:26](Cl)([O:28][C:29](=[O:35])OC(Cl)(Cl)Cl)Cl.[C:37]([C:41]1C=[CH:45][CH:44]=[CH:43][C:42]=1O)([CH3:40])([CH3:39])[CH3:38].C(=O)(O)[O-].[Na+]>C(Cl)Cl.C(N(CC)CC)C.C1(C)C=CC=CC=1>[CH3:1][O:2][C:3]1[CH:4]=[C:5]2[C:10](=[CH:11][C:12]=1[O:13][CH3:14])[N:9]=[CH:8][CH:7]=[C:6]2[O:15][C:16]1[CH:22]=[CH:21][C:19]([NH:20][C:29](=[O:35])[O:28][C:26]2[CH:45]=[CH:44][CH:43]=[CH:42][C:41]=2[C:37]([CH3:40])([CH3:39])[CH3:38])=[C:18]([CH3:23])[C:17]=1[CH3:24] |f:3.4|. Procedure details: 4-[(6,7-Dimethoxy-4-quinolyl)oxy]-2,3-dimethylaniline (50 mg) was added to toluene (5 ml), and triethylamine (0.5 ml), and the mixture was heated under reflux to prepare a solution. A solution of triphosgene (68 mg) in methylene chloride was then added thereto, and the mixture was heated under reflux for 10 min. Next, 2-(tert-butyl)phenol (35 mg) was added thereto, and the mixture was further stirred with heating under reflux for 3 hr. A saturated aqueous sodium bicarbonate solution was added to... Reactants: C(#N)C1=CC=C(C(=O)N(CC2=CC=NC=C2)C)C=C1 (4-cyano-N-methyl-N-(4-picolyl)benzamide), C(C1=CC=CC=C1)(=O)Cl (benzoyl chloride), C(C)(C)NC(C)C (diisopropylamine), C(CCC)[Li] (n-butyllithium), [NH4+].[Cl-] (NH4Cl). Solvent: C1CCOC1 (THF), C1CCOC1 (THF). The product is C(#N)C1=CC=C(C=C1)C=1N(C(=C(N1)C1=CC=CC=C1)C1=CC=NC=C1)C (2-(4-Cyanophenyl)-1-methyl-4-phenyl-5(4-pyridyl)imidazole), solid. Isolated yield 25.0%. As a reaction SMILES: C([NH:4]C(C)C)(C)C.C([Li])CCC.[C:13]([C:15]1[CH:31]=[CH:30][C:18]([C:19]([N:21]([CH3:29])[CH2:22][C:23]2[CH:28]=[CH:27][N:26]=[CH:25][CH:24]=2)=O)=[CH:17][CH:16]=1)#[N:14].[C:32](Cl)(=O)[C:33]1[CH:38]=[CH:37][CH:36]=[CH:35][CH:34]=1.[NH4+].[Cl-]>C1COCC1>[C:13]([C:15]1[CH:31]=[CH:30][C:18]([C:19]2[N:21]([CH3:29])[C:22]([C:23]3[CH:28]=[CH:27][N:26]=[CH:25][CH:24]=3)=[C:32]([C:33]3[CH:38]=[CH:37][CH:36]=[CH:35][CH:34]=3)[N:4]=2)=[CH:17][CH:16]=1)#[N:14] |f:4.5|. Procedure details: 4-Cyano-N-[N"-a-dibenzoyl-1,4-dihydropyridyl-methylenyl]-N-methylbenzarmide--To a solution of diisopropylamine (2.8 mL, 20 mmol) in THF at -78° C. was added n-butyllithium (6.7 mL of 2.5M solution, 17 mmol). To the resulting mixture was added a solution of 4-cyano-N-methyl-N-(4-picolyl)benzamide (3.5 g, 14 mmol) in THF. The resulting dark purple solution was stirred at -78° C. for 10 min, at which time benzoyl chloride (4.1 mL, 35 mmol) was added. The mixture was warmed to room temperature over ... Reported procedure: Mercuric oxide red (0.32 g) was mixed with sulfuric acid/water (sulfuric acid, 0.4 ml; water, 6.0 ml) and let stand overnight. 17α-Ethynyl-17β-hydroxy-6,16-dimethyleneandrosta-4-en-3-one (Example 4, 5.0 g) is mixed with THF (15 ml). The mercuric sulfate solution is added the reaction heated to 41°-49° over a period of 6 hrs at which time TLC indicates the reaction is completed. Sodium carbonate (0.79 g) in water (10 ml) is added and the mixture stirred for 5 min. Celite (5 g) is added and the mi... Reaction conditions: time 8 hour. Solvent: CO (Methanol), O (water). Reactants: mercuric sulfate, Mercuric oxide, S(O)(O)(=O)=O.O (sulfuric acid water), C([O-])([O-])=O.[Na+].[Na+] (Sodium carbonate), C(#C)[C@]1([C@]2(C)[C@@H](CC1=C)[C@@H]1CC(C3=CC(CC[C@]3(C)[C@H]1CC2)=O)=C)O (17α-Ethynyl-17β-hydroxy-6,16-dimethyleneandrosta-4-en-3-one), C1CCOC1 (THF). RXN SMILES: S(=O)(=O)(O)O.O.[C:7]([C@:9]1([OH:31])[C:14](=[CH2:15])[CH2:13][C@H:12]2[C@H:16]3[C@H:26]([CH2:27][CH2:28][C@:10]12[CH3:11])[C@:24]1([CH3:25])[C:19](=[CH:20][C:21](=[O:29])[CH2:22][CH2:23]1)[C:18](=[CH2:30])[CH2:17]3)#[CH:8].C1C[O:35]CC1.C(=O)([O-])[O-].[Na+].[Na+]>O.CO>[C:7]([C@:9]1([OH:31])[C:14](=[CH2:15])[CH2:13][C@H:12]2[C@H:16]3[C@H:26]([CH2:27][CH2:28][C@:10]12[CH3:11])[C@:24]1([CH3:25])[C:19](=[CH:20][C:21](=[O:29])[CH2:22][CH2:23]1)[C:18](=[CH2:30])[CH2:17]3)(=[O:35])[CH3:8] |f:0.1,4.5.6|. Yields the product C(C)(=O)[C@]1([C@]2(C)[C@@H](CC1=C)[C@@H]1CC(C3=CC(CC[C@]3(C)[C@H]1CC2)=O)=C)O (17α-Acetyl-17β-hydroxy-6,16-dimethyleneandrosta-4-en-3-one). Procedure details: 2′-Methyl-N-methyl-5′-(5-methyl-1,3,4-oxadiazol-2-yl)-N-(naphth-2-ylmethyl)-1,1′-biphenyl-4-carboxamide was prepared from 2′-methyl-5′-(5-methyl-1,3,4-oxadiazol-2-yl)-N-(naphth-2-ylmethyl)-1,1′-biphenyl-4-carboxamide and iodomethane using method L. NMR; δH [2H6]—DMSO 7.95-7.34,(14H, m), 4.87-4.71,(2H, m), 2.99-2.94,(3H, m), 2.55,(3H, s), 2.33-2.28,(3H, m). LCMS; retention time 3.66 min, MH+ 448. Product: CC1=C(C=C(C=C1)C=1OC(=NN1)C)C1=CC=C(C=C1)C(=O)N(CC1=CC2=CC=CC=C2C=C1)C (2′-Methyl-N-methyl-5′-(5-methyl-1,3,4-oxadiazol-2-yl)-N-(naphth-2-ylmethyl)-1,1′-biphenyl-4-carboxamide). Starting materials: CC1=C(C=C(C=C1)C=1OC(=NN1)C)C1=CC=C(C=C1)C(=O)NCC1=CC2=CC=CC=C2C=C1 (2′-methyl-5′-(5-methyl-1,3,4-oxadiazol-2-yl)-N-(naphth-2-ylmethyl)-1,1′-biphenyl-4-carboxamide), IC (iodomethane). Reaction SMILES: [CH3:1][C:2]1[CH:7]=[CH:6][C:5]([C:8]2[O:9][C:10]([CH3:13])=[N:11][N:12]=2)=[CH:4][C:3]=1[C:14]1[CH:19]=[CH:18][C:17]([C:20]([NH:22][CH2:23][C:24]2[CH:33]=[CH:32][C:31]3[C:26](=[CH:27][CH:28]=[CH:29][CH:30]=3)[CH:25]=2)=[O:21])=[CH:16][CH:15]=1.I[CH3:35]>>[CH3:1][C:2]1[CH:7]=[CH:6][C:5]([C:8]2[O:9][C:10]([CH3:13])=[N:11][N:12]=2)=[CH:4][C:3]=1[C:14]1[CH:15]=[CH:16][C:17]([C:20]([N:22]([CH3:35])[CH2:23][C:24]2[CH:33]=[CH:32][C:31]3[C:26](=[CH:27][CH:28]=[CH:29][CH:30]=3)[CH:25]=2)=[O:21])=[CH:18][CH:19]=1.